This data is from the Open Reaction Database (ORD), a public repository of structured organic reaction records. The task is: describe an organic reaction: reactants, conditions, products, and yield Reactants: ClP1N(P(N1C1=CC=CC=C1)Cl)C1=CC=CC=C1 (2,4-dichloro-1,3-diphenyl-1,3,2,4-diazadiphosphetidine), C(C)(C)(C)C1=C(C(=CC(=C1)C)C(C)(C)C)O (2,6-di-tert-butyl-4-methylphenol). The solvent is C(C)N(CC)CC (triethylamine). Yields the product C(C)(C)(C)C1=C(OP2N(P(N2C2=CC=CC=C2)OC2=C(C=C(C=C2C(C)(C)C)C)C(C)(C)C)C2=CC=CC=C2)C(=CC(=C1)C)C(C)(C)C (2,4-Di(2,6-di-tert-butyl-4-methylphenoxy)-1,3-diphenyl-1,3,2,4-diazadiphosphetidine). As a reaction SMILES: Cl[P:2]1[N:5]([C:6]2[CH:11]=[CH:10][CH:9]=[CH:8][CH:7]=2)[P:4](Cl)[N:3]1[C:13]1[CH:18]=[CH:17][CH:16]=[CH:15][CH:14]=1.[C:19]([C:23]1[CH:28]=[C:27]([CH3:29])[CH:26]=[C:25]([C:30]([CH3:33])([CH3:32])[CH3:31])[C:24]=1[OH:34])([CH3:22])([CH3:21])[CH3:20]>C(N(CC)CC)C>[C:30]([C:25]1[CH:26]=[C:27]([CH3:29])[CH:28]=[C:23]([C:19]([CH3:22])([CH3:21])[CH3:20])[C:24]=1[O:34][P:2]1[N:5]([C:6]2[CH:11]=[CH:10][CH:9]=[CH:8][CH:7]=2)[P:4]([O:34][C:24]2[C:25]([C:30]([CH3:31])([CH3:32])[CH3:33])=[CH:26][C:27]([CH3:29])=[CH:28][C:23]=2[C:19]([CH3:22])([CH3:21])[CH3:20])[N:3]1[C:13]1[CH:18]=[CH:17][CH:16]=[CH:15][CH:14]=1)([CH3:33])([CH3:32])[CH3:31]. Procedure: The procedure of Example 1 is repeated using 2,4-dichloro-1,3-diphenyl-1,3,2,4-diazadiphosphetidine, 2,6-di-tert-butyl-4-methylphenol and triethylamine to give the title compound. Reactants: N1CCC(CC1)=O (4-piperidone), ClCCCOCCC (1-chloro-3-propoxypropane). Product: C(CC)OCCCN1CCC(CC1)=O (1-(3-Propoxypropyl)-4-piperidone). RXN SMILES: [NH:1]1[CH2:6][CH2:5][C:4](=[O:7])[CH2:3][CH2:2]1.Cl[CH2:9][CH2:10][CH2:11][O:12][CH2:13][CH2:14][CH3:15]>>[CH2:11]([O:12][CH2:13][CH2:14][CH2:15][N:1]1[CH2:6][CH2:5][C:4](=[O:7])[CH2:3][CH2:2]1)[CH2:10][CH3:9]. Procedure details: 1-(3-Propoxypropyl)-4-piperidone is prepared from 4-piperidone and 1-chloro-3-propoxypropane essentially as described above in Example 38, Scheme C, step a.